The task is: describe an organic reaction: reactants, conditions, products, and yield. This data is from the Open Reaction Database (ORD), a public repository of structured organic reaction records. Reactants: BrCCBr, O=C([O-])[O-], CC(C)=O, [K+], [K+], Oc1ccc(O)cc1. The product is Oc1ccc(OCCBr)cc1. RXN SMILES: [Br:15][CH2:16][CH2:17][Br:18].[C:1](=[O:2])([O-:3])[O-:4].[CH3:19][C:20](=[O:21])[CH3:22].[K+:5].[K+:6].[OH:7][c:8]1[cH:9][cH:10][c:11]([OH:12])[cH:13][cH:14]1>>[O:7]([c:8]1[cH:9][cH:10][c:11]([OH:12])[cH:13][cH:14]1)[CH2:17][CH2:16][Br:15]. Starting materials: C(C)OCCNS(=O)(=O)C1=C(C(=CC=C1Cl)[N+](=O)[O-])Cl (N-(2-ethoxyethyl)-2,6-dichloro-3-nitrobenzenesulfonamide), [H-].[Na+] (NaH), O (water). Yields the product C(C)OCCNS(=O)(=O)C1=C(C(=CC=C1Cl)[N+](=O)[O-])O (N-(2-ethoxyethyl)-6-chloro-2-hydroxy-3-nitrobenzenesulfonamide). As a reaction SMILES: [CH2:1]([O:3][CH2:4][CH2:5][NH:6][S:7]([C:10]1[C:15]([Cl:16])=[CH:14][CH:13]=[C:12]([N+:17]([O-:19])=[O:18])[C:11]=1Cl)(=[O:9])=[O:8])[CH3:2].[H-].[Na+].[OH2:23]>>[CH2:1]([O:3][CH2:4][CH2:5][NH:6][S:7]([C:10]1[C:15]([Cl:16])=[CH:14][CH:13]=[C:12]([N+:17]([O-:19])=[O:18])[C:11]=1[OH:23])(=[O:9])=[O:8])[CH3:2] |f:1.2|. Procedure: Following the general hydrolysis procedure outlined in example 15, N-(2-ethoxyethyl)-2,6-dichloro-3-nitrobenzenesulfonamide (1.78 g, 5.16 mmol), 80% NaH (0.46 g, 15.48mmol) and water (111 μL, 6.20mmol) were reacted. The crude product (1.63 g) was carried onto the next step without purification. LC-MS (m/z) 325.0(M+).